This data is from the Open Reaction Database (ORD), a public repository of structured organic reaction records. The task is: describe an organic reaction: reactants, conditions, products, and yield The reactants are FC=1C=CC2=C(C(=C(O2)C(C(C)C)=O)C)C1 (1-(5-Fluoro-3-methyl-1-benzofuran-2-yl)-2-methylpropan-1-one), O (Water), [BH4-].[Na+] (sodium tetrahydroborate). The solvent is CO (methanol), O1CCCC1 (tetrahydrofuran). Conditions: temperature 0 celsius, time 1 hour. Product: FC=1C=CC2=C(C(=C(O2)C(C(C)C)O)C)C1 (1-(5-fluoro-3-methyl-1-benzofuran-2-yl)-2-methylpropan-1-ol). Isolated yield 10.1%. RXN SMILES: [F:1][C:2]1[CH:3]=[CH:4][C:5]2[O:9][C:8]([C:10](=[O:14])[CH:11]([CH3:13])[CH3:12])=[C:7]([CH3:15])[C:6]=2[CH:16]=1.[BH4-].[Na+].O>CO.O1CCCC1>[F:1][C:2]1[CH:3]=[CH:4][C:5]2[O:9][C:8]([CH:10]([OH:14])[CH:11]([CH3:12])[CH3:13])=[C:7]([CH3:15])[C:6]=2[CH:16]=1 |f:1.2|. Reported procedure: 1-(5-Fluoro-3-methyl-1-benzofuran-2-yl)-2-methylpropan-1-one (11.66 g) synthesized above was dissolved in methanol (4 mL)-tetrahydrofuran (20 mL), and sodium tetrahydroborate (90%) (446 mg) was added to the solution at 0° C. The reaction mixture was stirred at 0° C. for 1 hr. Water was added to the reaction mixture, and the mixture was extracted with ethyl acetate. The organic layer was washed with saturated brine, and dried over anhydrous magnesium sulfate. After filtration, the filtrate was co... Run in O (water). Procedure: Potassium hydroxide pellets (22.4 g) and molten p-methoxyphenol (50 g) were heated with stirring to a temperature in the range from 90° to 100° C. until a clear solution was obtained. Chloroacetaldehyde diethylacetal (120 g) was added at such a rate to maintain the temperature in the range from 90° to 100° C. and after stirring for a further 15 minutes water was removed from the flask as an azeotrope with chloroacetaldehyde diethylacetal, the water and acetal were separated and the acetal was re... Yield: 47.1%. Product: C(C)OC(COC1=CC=C(C=C1)OC)OCC (p-methoxyphenoxyacetaldehyde diethyl acetal). As a reaction SMILES: [OH-].[K+].[CH3:3][O:4][C:5]1[CH:10]=[CH:9][C:8]([OH:11])=[CH:7][CH:6]=1.[CH2:12]([O:14][CH:15]([O:18][CH2:19][CH3:20])[CH2:16]Cl)[CH3:13]>O>[CH2:12]([O:14][CH:15]([O:18][CH2:19][CH3:20])[CH2:16][O:11][C:8]1[CH:9]=[CH:10][C:5]([O:4][CH3:3])=[CH:6][CH:7]=1)[CH3:13] |f:0.1|. Reactants: [OH-].[K+] (Potassium hydroxide), COC1=CC=C(C=C1)O (p-methoxyphenol), C(C)OC(CCl)OCC (Chloroacetaldehyde diethylacetal).